The task is: describe an organic reaction: reactants, conditions, products, and yield. This data is from the Open Reaction Database (ORD), a public repository of structured organic reaction records. Reactants: C1CCOC1, O=CNc1ccc(C(=O)OC2CCN(Cc3ccccc3)CC2)cc1, [Na+], [Na+], O=C([O-])[O-]. The product is CNc1ccc(C(=O)OC2CCN(Cc3ccccc3)CC2)cc1. Reaction SMILES: [CH2:32]1[O:33][CH2:34][CH2:35][CH2:36]1.[CH:1](=[O:2])[NH:3][c:4]1[cH:5][cH:6][c:7]([C:8](=[O:9])[O:10][CH:11]2[CH2:12][CH2:13][N:14]([CH2:17][c:18]3[cH:19][cH:20][cH:21][cH:22][cH:23]3)[CH2:15][CH2:16]2)[cH:24][cH:25]1.[Na+:26].[Na+:27].[O-:28][C:29](=[O:30])[O-:31]>>[CH3:1][NH:3][c:4]1[cH:5][cH:6][c:7]([C:8](=[O:9])[O:10][CH:11]2[CH2:12][CH2:13][N:14]([CH2:17][c:18]3[cH:19][cH:20][cH:21][cH:22][cH:23]3)[CH2:15][CH2:16]2)[cH:24][cH:25]1. The reactants are ClC1=CC=C(OC(CC#N)(C)C)C=C1 (3-(4-chlorophenoxy)-3-methylbutyronitrile), OO (H2O2), C([O-])([O-])=O.[K+].[K+] (potassium carbonate), O (water). Solvent: CS(=O)C (DMSO), C(Cl)Cl (CH2Cl2). Product: ClC1=CC=C(OC(CC(=O)N)(C)C)C=C1 (3-(4-chlorophenoxy)-3-methylbutyramide). RXN SMILES: [Cl:1][C:2]1[CH:14]=[CH:13][C:5]([O:6][C:7]([CH3:12])([CH3:11])[CH2:8][C:9]#[N:10])=[CH:4][CH:3]=1.OO.C(=O)([O-])[O-:18].[K+].[K+].O>CS(C)=O.C(Cl)Cl>[Cl:1][C:2]1[CH:14]=[CH:13][C:5]([O:6][C:7]([CH3:11])([CH3:12])[CH2:8][C:9]([NH2:10])=[O:18])=[CH:4][CH:3]=1 |f:2.3.4|. Procedure: A solution of 3-(4-chlorophenoxy)-3-methylbutyronitrile (60.4 mmol) in DMSO (75 mL) is treated with H2O2 (50% w/w) (434 mmol) and potassium carbonate (121 mmol) at zero degrees Celsius. The reaction mixture is stirred at room temperature over the weekend. The reaction mixture is transferred into a separatory funnel using water (100 mL) and CH2Cl2 (200 mL). The mixture is equilibrated and the CH2Cl2 layer is removed. The aqueous layer is extracted two additional times with CH2Cl2 (2×300 mL). The ...